This data is from the Open Reaction Database (ORD), a public repository of structured organic reaction records. The task is: describe an organic reaction: reactants, conditions, products, and yield The reactants are CCO, O=[N+]([O-])c1ccc(N2CCN(C3CCC3)CC2)cc1. The product is Nc1ccc(N2CCN(C3CCC3)CC2)cc1. RXN SMILES: [CH3:20][CH2:21][OH:22].[CH:1]1([N:5]2[CH2:6][CH2:7][N:8]([c:11]3[cH:12][cH:13][c:14]([N+:17]([O-:18])=[O:19])[cH:15][cH:16]3)[CH2:9][CH2:10]2)[CH2:2][CH2:3][CH2:4]1>>[CH:1]1([N:5]2[CH2:6][CH2:7][N:8]([c:11]3[cH:12][cH:13][c:14]([NH2:17])[cH:15][cH:16]3)[CH2:9][CH2:10]2)[CH2:2][CH2:3][CH2:4]1.